Dataset: the Open Reaction Database (ORD), a public repository of structured organic reaction records. Task: describe an organic reaction: reactants, conditions, products, and yield The reactants are [BH4-], CO, Cl, CC1(C)OB(c2cc(Oc3ccc(C#N)cc3F)ccc2C=O)OC1(C)C, [Na+]. Yields the product N#Cc1ccc(Oc2ccc3c(c2)B(O)OC3)c(F)c1. RXN SMILES: [BH4-:28].[CH3:31][OH:32].[ClH:30].[F:1][c:2]1[cH:3][c:4]([C:5]#[N:6])[cH:7][cH:8][c:9]1[O:10][c:11]1[cH:12][c:13]([B:19]2[O:20][C:25]([CH3:26])([CH3:27])[C:22]([CH3:21])([CH3:24])[O:23]2)[c:14]([CH:17]=[O:18])[cH:15][cH:16]1.[Na+:29]>>[F:1][c:2]1[cH:3][c:4]([C:5]#[N:6])[cH:7][cH:8][c:9]1[O:10][c:11]1[cH:12][c:13]2[c:14]([cH:15][cH:16]1)[CH2:22][O:23][B:19]2[OH:20]. The reactants are ClC1=C(C=O)C=C(C=N1)CCCCC (2-Chloro-5-pentylnicotinaldehyde), C1CN2CCN1CC2 (DABCO), C(C=C)#N (acrylonitrile). The solvent is C(C)OCC (diethyl ether). Yields the product ClC1=NC=C(C=C1C(C(C#N)=C)O)CCCCC (2-[(2-chloro-5-n-pentylpyridine-3-yl)(hydroxy)methyl]acrylonitrile). As a reaction SMILES: [Cl:1][C:2]1[N:9]=[CH:8][C:7]([CH2:10][CH2:11][CH2:12][CH2:13][CH3:14])=[CH:6][C:3]=1[CH:4]=[O:5].C1N2CCN(CC2)C1.[C:23](#[N:26])[CH:24]=[CH2:25]>C(OCC)C>[Cl:1][C:2]1[C:3]([CH:4]([OH:5])[C:24](=[CH2:25])[C:23]#[N:26])=[CH:6][C:7]([CH2:10][CH2:11][CH2:12][CH2:13][CH3:14])=[CH:8][N:9]=1. Procedure details: To a mixture of 2-Chloro-5-pentylnicotinaldehyde (10 mmol, 2.11 g) and DABCO (10 mmol. 1.12 g) was added an acrylonitrile (60 mmol.) under neat conditions [solvent free conditions] at room temperature and the reaction progress was monitored by TLC. Upon completion of the reaction mixture (˜4-5 min.) was diluted with diethyl ether (300 ml.) and washed with water 3×50 ml. The organic layer was dried over Na2SO4 and concentrated, the residue was subjected to column chromatography over silica gel, e... Starting materials: CC(=O)c1ccc(C#N)cc1, COC(OC)N(C)C. Product: CN(C)C=CC(=O)c1ccc(C#N)cc1. Reaction SMILES: [C:1]([CH3:2])(=[O:3])[c:4]1[cH:5][cH:6][c:7]([C:8]#[N:9])[cH:10][cH:11]1.[CH3:12][O:13][CH:14]([N:15]([CH3:16])[CH3:17])[O:18][CH3:19]>>[C:1]([CH:2]=[CH:14][N:15]([CH3:16])[CH3:17])(=[O:3])[c:4]1[cH:5][cH:6][c:7]([C:8]#[N:9])[cH:10][cH:11]1. Reactants: CCO, NC1CC1, c1cc2nnnn2cc1C1CO1. Product: OC(CNC1CC1)c1ccc2nnnn2c1. RXN SMILES: [CH3:17][CH2:18][OH:19].[CH:13]1([NH2:16])[CH2:14][CH2:15]1.[n:1]1[n:2][n:3][n:4]2[c:5]1[cH:6][cH:7][c:8]([CH:10]1[O:11][CH2:12]1)[cH:9]2>>[n:1]1[n:2][n:3][n:4]2[c:5]1[cH:6][cH:7][c:8]([CH:10]([OH:11])[CH2:12][NH:16][CH:13]1[CH2:14][CH2:15]1)[cH:9]2. The reactants are CN(C)C=O, O=C(Cl)c1ccc(F)c(F)c1, Nc1nc(N)c2c(OCC3CCNCC3)cccc2n1. The product is Nc1nc(N)c2c(OCC3CCN(C(=O)c4ccc(F)c(F)c4)CC3)cccc2n1. Reaction SMILES: [CH3:32][N:33]([CH3:34])[CH:35]=[O:36].[F:21][c:22]1[cH:23][c:24]([C:25](=[O:26])[Cl:27])[cH:28][cH:29][c:30]1[F:31].[NH:1]1[CH2:2][CH2:3][CH:4]([CH2:7][O:8][c:9]2[c:10]3[c:11]([NH2:20])[n:12][c:13]([NH2:19])[n:14][c:15]3[cH:16][cH:17][cH:18]2)[CH2:5][CH2:6]1>>[N:1]1([C:25]([c:24]2[cH:23][c:22]([F:21])[c:30]([F:31])[cH:29][cH:28]2)=[O:26])[CH2:2][CH2:3][CH:4]([CH2:7][O:8][c:9]2[c:10]3[c:11]([NH2:20])[n:12][c:13]([NH2:19])[n:14][c:15]3[cH:16][cH:17][cH:18]2)[CH2:5][CH2:6]1. Reactants: ClC[C@@H](CC(C)C)NC(OC(C)(C)C)=O (t-butyl (1R)-2-chloro-1-(2-methylpropyl)ethylcarbamate), C(#N)C=1C=C(C=CC1)O (3-cyanophenol), C([O-])([O-])=O.[K+].[K+] (potassium carbonate). The solvent is CN(C=O)C (dimethylformamide). Product: C(#N)C=1C=C(OC[C@@H](CC(C)C)NC(OC(C)(C)C)=O)C=CC1 (t-butyl (1R)-2-(3-cyanophenoxy)-1-(2-methylpropyl)ethylcarbamate). Reaction SMILES: Cl[CH2:2][C@H:3]([NH:8][C:9](=[O:15])[O:10][C:11]([CH3:14])([CH3:13])[CH3:12])[CH2:4][CH:5]([CH3:7])[CH3:6].[C:16]([C:18]1[CH:19]=[C:20]([OH:24])[CH:21]=[CH:22][CH:23]=1)#[N:17].C(=O)([O-])[O-].[K+].[K+]>CN(C)C=O>[C:16]([C:18]1[CH:19]=[C:20]([CH:21]=[CH:22][CH:23]=1)[O:24][CH2:2][C@H:3]([NH:8][C:9](=[O:15])[O:10][C:11]([CH3:14])([CH3:13])[CH3:12])[CH2:4][CH:5]([CH3:7])[CH3:6])#[N:17] |f:2.3.4|. Procedure details: 2.35 g (9.97 mmol) of t-butyl (1R)-2-chloro-1-(2-methylpropyl)ethylcarbamate was reacted with 2.42 g (20.3 mmol)) of 3-cyanophenol and 2.72 g (19.7 mmol) of potassium carbonate in dimethylformamide. After the treatment in an ordinary manner, the title compound was obtained.